This data is from the Open Reaction Database (ORD), a public repository of structured organic reaction records. The task is: describe an organic reaction: reactants, conditions, products, and yield Starting materials: C[N+]1(CCOCC1)[O-] (NMO), ice, NC1=NOC2=C1C=C(C(=C2F)N2C[C@H](O[C@H](C2)C)C)CO ({3-amino-6-[(2R,6S)-2,6-dimethylmorpholin-4-yl]-7-fluoro-1,2-benzisoxazol-5-yl}methanol), NC1=NOC2=C1C=C(C(=C2F)N2C[C@H](O[C@H](C2)C)C)CO ({3-amino-6-[(2R,6S)-2,6-dimethylmorpholin-4-yl]-7-fluoro-1,2-benzisoxazol-5-yl}methanol). Reagents/catalysts: CCC[N+](CCC)(CCC)CCC.[O-][Ru](=O)(=O)=O (TPAP). Solvent: C(Cl)Cl.CC#N (CH2Cl2 CH3CN). Reaction conditions: time 2 hour. The product is NC1=NOC2=C1C=C(C(=C2F)N2C[C@H](O[C@H](C2)C)C)C=O (3-amino-6-[(2R,6S)-2,6-dimethylmorpholin-4-yl]-7-fluoro-1,2-benzisoxazole-5-carbaldehyde). RXN SMILES: [NH2:1][C:2]1[C:6]2[CH:7]=[C:8]([CH2:20][OH:21])[C:9]([N:12]3[CH2:17][C@H:16]([CH3:18])[O:15][C@H:14]([CH3:19])[CH2:13]3)=[C:10]([F:11])[C:5]=2[O:4][N:3]=1.C[N+]1([O-])CCOCC1>C(Cl)Cl.CC#N.CCC[N+](CCC)(CCC)CCC.[O-][Ru](=O)(=O)=O>[NH2:1][C:2]1[C:6]2[CH:7]=[C:8]([CH:20]=[O:21])[C:9]([N:12]3[CH2:17][C@H:16]([CH3:18])[O:15][C@H:14]([CH3:19])[CH2:13]3)=[C:10]([F:11])[C:5]=2[O:4][N:3]=1 |f:2.3,4.5|. Procedure details: To an ice-cooled solution of {3-amino-6-[(2R,6S)-2,6-dimethylmorpholin-4-yl]-7-fluoro-1,2-benzisoxazol-5-yl}methanol (Intermediate 7, 200 mg, 0.67 mmol) in CH2Cl2/CH3CN mixture (4 mL, 1:1 v/v) was added NMO (119 mg, 1.0 mmol) followed TPAP (23 mg, 0.06 mmol) and mixture stirred for 2 h at room temperature. The reaction mixture filtered thorough a silica gel bed and washed with EtOAc. The organic phase concentrated under reduced pressure to give the title compound as a yellow solid. Yield: 100 mg... Reactants: C1(=CC=CC=C1)C=1N=C(NC1C1=CC=CC=C1)SC(C(F)F)(F)F (4,5-Diphenyl-2-(1,1,2,2-tetrafluoroethylthio)imidazole), Cl (hydrogen chloride). Run in CCOCC (ether), O1CCCC1 (tetrahydrofuran). Yields the product Cl.C1(=CC=CC=C1)C=1N=C(NC1C1=CC=CC=C1)SC(C(F)F)(F)F (4,5-diphenyl-2-(1,1,2,2-tetrafluoroethylthio)imidazole hydrochloride). Reaction SMILES: [C:1]1([C:7]2[N:8]=[C:9]([S:18][C:19]([F:24])([F:23])[CH:20]([F:22])[F:21])[NH:10][C:11]=2[C:12]2[CH:17]=[CH:16][CH:15]=[CH:14][CH:13]=2)[CH:6]=[CH:5][CH:4]=[CH:3][CH:2]=1.[ClH:25]>CCOCC.O1CCCC1>[ClH:25].[C:12]1([C:11]2[N:10]=[C:9]([S:18][C:19]([F:23])([F:24])[CH:20]([F:22])[F:21])[NH:8][C:7]=2[C:1]2[CH:6]=[CH:5][CH:4]=[CH:3][CH:2]=2)[CH:13]=[CH:14][CH:15]=[CH:16][CH:17]=1 |f:4.5|. Reported procedure: A solution of 5.0 g of 4,5-diphenyl-2-(1,1,2,2-tetrafluoroethylthio)imidazole (Example 18) in a mixture of ether and tetrahydrofuran was treated with dry hydrogen chloride gas and a precipitate was collected by filtration to give 4.7 g of 4,5-diphenyl-2-(1,1,2,2-tetrafluoroethylthio)imidazole hydrochloride, m.p. 192°-202°. RXN SMILES: [Cl:1][C:2]1[CH:16]=[CH:15][C:5]([CH2:6][NH:7][C:8](SC)=[CH:9][N+:10]([O-:12])=[O:11])=[CH:4][CH:3]=1.[NH3:17]>C1COCC1>[NH2:17][C:8]([NH:7][CH2:6][C:5]1[CH:15]=[CH:16][C:2]([Cl:1])=[CH:3][CH:4]=1)=[CH:9][N+:10]([O-:12])=[O:11]. Procedure: To 2.59 g (0.01 mole) of 1-(4-chlorobenzyl)amino-1-methylthio- 2-nitroethylene were added 45 ml of EtQH, 10 ml of THF and 1.02 g of 25% aqueous ammonia and the mixture was stirred at an external temperature of 60° C. for 5.5 hours. During this period, 1.02 g each of 25% aqueous ammonia was added after 1, 2 and 3 hours of reaction. The reaction mixture was ice-cooled and stirred, whereupon crystals separated out. The crystals were collected by filtration, washed with EtOH and ether in that order,... The solvent is C1CCOC1 (THF). Conditions: temperature 60 celsius, time 5.5 hour. The yield is 48.8%. The product is NC(=C[N+](=O)[O-])NCC1=CC=C(C=C1)Cl (1-Amino-1-(4-chlorobenzyl)amino-2-nitroethylene). The reactants are ClC1=CC=C(CNC(=C[N+](=O)[O-])SC)C=C1 (1-(4-chlorobenzyl)amino-1-methylthio- 2-nitroethylene), N (ammonia), N (ammonia). Isolated yield 28.3%. Reaction SMILES: [O:1]1[C:5]2[CH:6]=[CH:7][CH:8]=[CH:9][C:4]=2[CH:3]=[C:2]1[C:10]([NH:12][C:13]1([C:19]([NH:21][CH:22]2[CH2:27][CH2:26][N:25]([C:28]3[CH:33]=[CH:32][CH:31]=[CH:30][C:29]=3[NH2:34])[CH2:24][CH:23]2[OH:35])=[O:20])[CH2:18][CH2:17][CH2:16][CH2:15][CH2:14]1)=[O:11].[N-:36]=[N+:37]=[N-:38].[Na+].[CH:40](OCC)(OCC)OCC>C(O)(=O)C>[O:1]1[C:5]2[CH:6]=[CH:7][CH:8]=[CH:9][C:4]=2[CH:3]=[C:2]1[C:10]([NH:12][C:13]1([C:19]([NH:21][CH:22]2[CH2:27][CH2:26][N:25]([C:28]3[CH:33]=[CH:32][CH:31]=[CH:30][C:29]=3[N:34]3[CH:40]=[N:38][N:37]=[N:36]3)[CH2:24][CH:23]2[OH:35])=[O:20])[CH2:18][CH2:17][CH2:16][CH2:15][CH2:14]1)=[O:11] |f:1.2|. Starting materials: O1C(=CC2=C1C=CC=C2)C(=O)NC2(CCCCC2)C(=O)NC2C(CN(CC2)C2=C(C=CC=C2)N)O (4-[N-[1-[N-(benzofuran-2-ylcarbonyl)amino]cyclohexanecarbonyl]amino]-1-(2-aminophenyl)piperidin-3-ol), [N-]=[N+]=[N-].[Na+] (sodium azide), C(OCC)(OCC)OCC (triethyl orthoformate), ice water. Yields the product O1C(=CC2=C1C=CC=C2)C(=O)NC2(CCCCC2)C(=O)NC2C(CN(CC2)C2=C(C=CC=C2)N2N=NN=C2)O (4-[N-[1-[N-(benzofuran-2-ylcarbonyl)amino]cyclohexanecarbonyl]amino]-1-[2-(tetrazol-1-yl)phenyl]piperidin-3-ol). Run at time 48 hour. Solvent: C(C)(=O)O (acetic acid). Procedure: The mixture of 4-[N-[1-[N-(benzofuran-2-ylcarbonyl)amino]cyclohexanecarbonyl]amino]-1-(2-aminophenyl)piperidin-3-one (2 g, 4 mmol) obtained in Step 2 of Example 43, sodium azide (NaN3; 409 mg, 6.2 mmol) and triethyl orthoformate (1.1 ml, 6.7 mmol) was refluxed in 10 ml of acetic acid for about 4 hours. The reaction mixture was cooled to room temperature. 10 ml of ice water was added to the reaction mixture, which was then stirred for about 48 hours. The resulting residue was filtered and dried t... Starting materials: BrC1=NC=CC(=C1)CO[Si](C1=CC=CC=C1)(C1=CC=CC=C1)C(C)(C)C (2-bromo-4-({[tert-butyl(diphenyl)silyl]oxy}methyl)pyridine), CCCCCC.C(CCC)[Li] (n-butyllithium hexane), CN(C=O)C (N,N-dimethylformamide), O (Water). Solvent: C(C)OCC (diethyl ether), O1CCCC1 (tetrahydrofuran). Run at time 30 minute. Product: [Si](C1=CC=CC=C1)(C1=CC=CC=C1)(C(C)(C)C)OCC1=CC(=NC=C1)C=O (4-({[tert-butyl(diphenyl)silyl]oxy}methyl)pyridine-2-carbaldehyde). Isolated yield 29.0%. As a reaction SMILES: Br[C:2]1[CH:7]=[C:6]([CH2:8][O:9][Si:10]([C:23]([CH3:26])([CH3:25])[CH3:24])([C:17]2[CH:22]=[CH:21][CH:20]=[CH:19][CH:18]=2)[C:11]2[CH:16]=[CH:15][CH:14]=[CH:13][CH:12]=2)[CH:5]=[CH:4][N:3]=1.CCCCCC.C([Li])CCC.CN(C)[CH:40]=[O:41].O>C(OCC)C.O1CCCC1>[Si:10]([O:9][CH2:8][C:6]1[CH:5]=[CH:4][N:3]=[C:2]([CH:40]=[O:41])[CH:7]=1)([C:23]([CH3:26])([CH3:25])[CH3:24])([C:17]1[CH:22]=[CH:21][CH:20]=[CH:19][CH:18]=1)[C:11]1[CH:16]=[CH:15][CH:14]=[CH:13][CH:12]=1 |f:1.2|. Procedure: To a solution of 2-bromo-4-({[tert-butyl(diphenyl)silyl]oxy}methyl)pyridine (8.50 g) in diethyl ether (80 mL) was slowly added a 1.6M n-butyllithium hexane solution (13.0 mL) at −78° C. The reaction mixture was stirred for 30 min, a solution of N,N-dimethylformamide (1.85 mL) in tetrahydrofuran (20 mL) was added, and the mixture was warmed to room temperature and stirred for 1 hr. Water was added to the reaction mixture, and the mixture was extracted with ethyl acetate. The ethyl acetate layer w... Starting materials: FC=1C(=CC2=C(N=C(O2)C=2C(=CC(=C(C2)[C@]2(NC(COC(C2(F)F)(C)C)=O)C)F)F)C1)F ((R)-5-[5-(5,6-difluoro-benzooxazol-2-yl)-2,4-difluoro-phenyl]-6,6-difluoro-5,7,7-trimethyl-[1,4]oxazepan-3-one), COC=1C=CC(=CC1)P2(=S)SP(=S)(S2)C=3C=CC(=CC3)OC (Lawesson's reagent). Yields the product FC=1C(=CC2=C(N=C(O2)C=2C(=CC(=C(C2)[C@]2(NC(COC(C2(F)F)(C)C)=S)C)F)F)C1)F ((R)-5-[5-(5,6-Difluoro-benzooxazol-2-yl)-2,4-difluoro-phenyl]-6,6-difluoro-5,7,7-trimethyl-[1,4]oxazepan-3-thione). Isolated yield 62.0%. RXN SMILES: [F:1][C:2]1[C:3]([F:32])=[CH:4][C:5]2[O:9][C:8]([C:10]3[C:11]([F:30])=[CH:12][C:13]([F:29])=[C:14]([C@:16]4([CH3:28])[C:22]([F:24])([F:23])[C:21]([CH3:26])([CH3:25])[O:20][CH2:19][C:18](=O)[NH:17]4)[CH:15]=3)=[N:7][C:6]=2[CH:31]=1.COC1C=CC(P2(SP(C3C=CC(OC)=CC=3)(=S)S2)=[S:42])=CC=1>>[F:1][C:2]1[C:3]([F:32])=[CH:4][C:5]2[O:9][C:8]([C:10]3[C:11]([F:30])=[CH:12][C:13]([F:29])=[C:14]([C@:16]4([CH3:28])[C:22]([F:24])([F:23])[C:21]([CH3:26])([CH3:25])[O:20][CH2:19][C:18](=[S:42])[NH:17]4)[CH:15]=3)=[N:7][C:6]=2[CH:31]=1. Procedure: In a manner analogous to that described in Example 2b), the reaction of (R)-5-[5-(5,6-difluoro-benzooxazol-2-yl)-2,4-difluoro-phenyl]-6,6-difluoro-5,7,7-trimethyl-[1,4]oxazepan-3-one (130 mg, 284 μmol) with Lawesson's reagent (126 mg, 312 μmol) yielded the title compound (83 mg, 62% yield as a white solid. MS (ISP): m/z=475.1 [M+H]+.